From a dataset of the Open Reaction Database (ORD), a public repository of structured organic reaction records. describe an organic reaction: reactants, conditions, products, and yield Reactants: C(C)(C)(C)OC(=O)N1CCC(CC1)(C1=CC=C(C=C1)I)CNC(CC1=CC(=CC(=C1)F)F)=O (4-{[2-(3,5-difluoro-phenyl)-acetylamino]-methyl}-4-(4-iodo-phenyl)-piperidine-1-carboxylic acid tert-butyl ester), C(=O)(C(F)(F)F)O (TFA), hexanes EtOAc. Solvent: C(Cl)Cl (CH2Cl2). The product is FC=1C=C(C=C(C1)F)CC(=O)NCC1(CCNCC1)C1=CC=C(C=C1)I (4-{[2-(3,5-difluoro-phenyl)-acetylamino]-methyl}-4-(4-iodo-phenyl)-piperidine). Yield: 50.0%. RXN SMILES: C(OC([N:8]1[CH2:13][CH2:12][C:11]([CH2:21][NH:22][C:23](=[O:33])[CH2:24][C:25]2[CH:30]=[C:29]([F:31])[CH:28]=[C:27]([F:32])[CH:26]=2)([C:14]2[CH:19]=[CH:18][C:17]([I:20])=[CH:16][CH:15]=2)[CH2:10][CH2:9]1)=O)(C)(C)C.C(O)(C(F)(F)F)=O>C(Cl)Cl>[F:31][C:29]1[CH:30]=[C:25]([CH2:24][C:23]([NH:22][CH2:21][C:11]2([C:14]3[CH:15]=[CH:16][C:17]([I:20])=[CH:18][CH:19]=3)[CH2:12][CH2:13][NH:8][CH2:9][CH2:10]2)=[O:33])[CH:26]=[C:27]([F:32])[CH:28]=1. Procedure: To a stirred solution of 4-{[2-(3,5-difluoro-phenyl)-acetylamino]-methyl}-4-(4-iodo-phenyl)-piperidine-1-carboxylic acid tert-butyl ester (0.09 g, 0.16 mmol) in CH2Cl2 (1.5 mL) at 0° C. was added TFA (0.5 mL, to give a 25% v/v solution). The mixture was stirred at room temperature for 3 h at which time TLC (4:1 hexanes/EtOAc) showed no starting material left. The solvent was removed by rotary evaporation and the resulting liquid was evaporated from toluene (2×10 mL) then diluted with EtOAc (100 ... The reactants are BrC=1C(=C2C(=NC1)NC=C2NC(CC#N)=O)N2C[C@@H](CCC2)NC(OC(C)(C)C)=O ((R)-tert-Butyl 1-(5-bromo-3-(2-cyanoacetamido)-1H-pyrrolo[2,3-b]pyridin-4-yl)piperidin-3-ylcarbamate), C(=O)(C(F)(F)F)O (TFA), C(Cl)Cl (DCM). Conditions: time 1 hour. Yields the product Cl.N[C@H]1CN(CCC1)C1=C2C(=NC=C1Br)NC=C2NC(CC#N)=O ((R)—N-(4-(3-aminopiperidin-1-yl)-5-bromo-1H-pyrrolo[2,3-b]pyridin-3-yl)-2-cyanoacetamide hydrochloride). The yield is 74.0%. RXN SMILES: [Br:1][C:2]1[C:3]([N:17]2[CH2:22][CH2:21][CH2:20][C@@H:19]([NH:23]C(=O)OC(C)(C)C)[CH2:18]2)=[C:4]2[C:10]([NH:11][C:12](=[O:16])[CH2:13][C:14]#[N:15])=[CH:9][NH:8][C:5]2=[N:6][CH:7]=1.C(O)(C(F)(F)F)=O.C(Cl)[Cl:39]>>[ClH:39].[NH2:23][C@@H:19]1[CH2:20][CH2:21][CH2:22][N:17]([C:3]2[C:2]([Br:1])=[CH:7][N:6]=[C:5]3[NH:8][CH:9]=[C:10]([NH:11][C:12](=[O:16])[CH2:13][C:14]#[N:15])[C:4]=23)[CH2:18]1 |f:3.4|. Procedure: (R)-tert-Butyl 1-(5-bromo-3-(2-cyanoacetamido)-1H-pyrrolo[2,3-b]pyridin-4-yl)piperidin-3-ylcarbamate (0.050 g, 0.10 mmol) was placed in DCM (3 mL) at room temperature. TFA (1 mL) was then added. The reaction was stirred at room temperature for 1 hour and then concentrated to dryness. The resulting residue was then purified by reverse phase chromatography (Biotage SP4, C-18 25M+, 5-50% CH3CN/water). The resulting product was next dissolved in minimal DCM (with MeOH to aid solubility) and added to...